Dataset: the Open Reaction Database (ORD), a public repository of structured organic reaction records. Task: describe an organic reaction: reactants, conditions, products, and yield Starting materials: CS(=O)(=O)c1ccccc1-c1ccc(CCNS(=O)(=O)c2cc(C#N)ccc2O)c(OCC(=O)[O-])c1, Cl, NO, [Na+], O. Yields the product CS(=O)(=O)c1ccccc1-c1ccc(CCNS(=O)(=O)c2cc(C(=N)NO)ccc2O)c(OCC(=O)O)c1. As a reaction SMILES: [C:1](#[N:2])[c:3]1[cH:4][cH:5][c:6]([OH:36])[c:7]([S:9](=[O:10])(=[O:11])[NH:12][CH2:13][CH2:14][c:15]2[c:16]([O:31][CH2:32][C:33](=[O:34])[O-:35])[cH:17][c:18](-[c:21]3[c:22]([S:27](=[O:28])(=[O:29])[CH3:30])[cH:23][cH:24][cH:25][cH:26]3)[cH:19][cH:20]2)[cH:8]1.[ClH:40].[NH2:38][OH:39].[Na+:37].[OH2:41]>>[C:1](=[NH:2])([c:3]1[cH:4][cH:5][c:6]([OH:36])[c:7]([S:9](=[O:10])(=[O:11])[NH:12][CH2:13][CH2:14][c:15]2[c:16]([O:31][CH2:32][C:33](=[O:34])[OH:35])[cH:17][c:18](-[c:21]3[c:22]([S:27](=[O:28])(=[O:29])[CH3:30])[cH:23][cH:24][cH:25][cH:26]3)[cH:19][cH:20]2)[cH:8]1)[NH:38][OH:39]. The reactants are N1(CCC2=CC=CC=C12)S(=O)(=O)N (indoline-1-sulfonamide), BrC=1C=CC=C2C=CNC12 (7-bromo-1H-indole), [BH3-]C#N.[Na+] (NaCNBH3). The solvent is CC(=O)O (CH3COOH). The product is BrC=1C=CC=C2CCNC12 (7-bromoindoline). RXN SMILES: N1(S(N)(=O)=O)C2C(=CC=CC=2)CC1.[Br:14][C:15]1[CH:16]=[CH:17][CH:18]=[C:19]2[C:23]=1[NH:22][CH:21]=[CH:20]2.[BH3-]C#N.[Na+]>CC(O)=O>[Br:14][C:15]1[CH:16]=[CH:17][CH:18]=[C:19]2[C:23]=1[NH:22][CH2:21][CH2:20]2 |f:2.3|. Procedure details: Similarly, the route shown in Scheme 2 below exemplifies synthesis of certain 7-aryl(heteroaryl)-indoline(indole)-1-sulfonamide compounds of the present invention. To synthesize indole-1-sulfonamide compound (9), 1-bromo-2-nitrobenzene (6) is reduced to afford 7-bromo-1H-indole (7), which reacts with 4-methoxyphenylsulfonyl chloride to provide 7-bromo-1-(4-methoxyphenylsulfonyl)-1H-indole (8). The sulfonamide (8), is then treated with an aryl or heteroaryl boronic acid, Pd(PPh3)4, and K2CO3 in t...